Dataset: the Open Reaction Database (ORD), a public repository of structured organic reaction records. Task: describe an organic reaction: reactants, conditions, products, and yield Procedure details: To a sealable tube equipped with a stir bar were added (CuOTf)2.PhH (164 mg, 0.29 mmol), sodium methanesulfinate (847.8 mg, 7.06 mmol) and 3-bromo-5-iodobenzoate (2.0 g, 5.88 mmol). The tube was then covered with a rubber septa and a nitrogen atmosphere was established. N,N′-dimethylethylenediamine (54.6 mg, 0.07 mL, 0.588 mmol) and anhydrous DMSO (5.88 mL) were added via syringe and the septa was replaced by a Teflon-coated screw cap and the reaction vessel was placed in a 110° C. oil bath. Aft... As a reaction SMILES: C1C=CC=CC=1.[CH3:7][S:8]([O-:10])=[O:9].[Na+].[Br:12][C:13]1[CH:14]=[C:15]([CH:19]=[C:20](I)[CH:21]=1)[C:16]([O-:18])=[O:17].[CH3:23]NCCNC>C(OCC)(=O)C.CS(C)=O>[Br:12][C:13]1[CH:14]=[C:15]([CH:19]=[C:20]([S:8]([CH3:7])(=[O:10])=[O:9])[CH:21]=1)[C:16]([O:18][CH3:23])=[O:17] |f:1.2|. The reactants are CNCCNC (N,N′-dimethylethylenediamine), (CuOTf)2, BrC=1C=C(C(=O)[O-])C=C(C1)I (3-bromo-5-iodobenzoate), C1=CC=CC=C1 (PhH), CS(=O)[O-].[Na+] (sodium methanesulfinate), Teflon. Run at time 20 hour. Yield: 440.9%. Product: BrC=1C=C(C(=O)OC)C=C(C1)S(=O)(=O)C (methyl 3-bromo-5-(methylsulfonyl)benzoate). Solvent: CS(=O)C (DMSO), C(C)(=O)OCC (ethyl acetate).